From a dataset of the Open Reaction Database (ORD), a public repository of structured organic reaction records. describe an organic reaction: reactants, conditions, products, and yield As a reaction SMILES: [CH2:1]=[C:2]1[CH2:6][CH:5]([CH2:7][CH2:8][CH2:9][CH3:10])[O:4][C:3]1=[O:11].[H][H]>[Pd].C(O)C>[CH3:1][C@H:2]1[CH2:6][C@@H:5]([CH2:7][CH2:8][CH2:9][CH3:10])[O:4][C:3]1=[O:11]. Yield: 10.3%. The product is C[C@@H]1C(O[C@@H](C1)CCCC)=O (cis- 3-methyl-5-butyldihydro-2(3H) furanone). The reagents and catalysts are [Pd] (palladium on carbon). Reported procedure: 3-Methylene-5-butyldihydro-2(3H)-furanone (5.8 g; 0.33 mole) was charged to a reactor with 0.25 g 5% palladium on carbon and 6 mls ethanol. The mixture was stirred at room temperature and hydrogen gas slowly introduced subsurfacely for eight hours. The catalyst was removed by filtering and the solvent evaporated under reduced pressure to yield 5.3 g of cis- 3-methyl-5-butyldihydro-2(3H) furanone (84% assay by GLC;86.5% yield) Solvent: C(C)O (ethanol). The reactants are C=C1C(OC(C1)CCCC)=O (3-Methylene-5-butyldihydro-2(3H)-furanone), [H][H] (hydrogen). Starting materials: C1(CCCCC1)=O (cyclohexanone), CC([O-])C.[Al+3].CC([O-])C.CC([O-])C (aluminum isopropoxide), C(C)[C@]12[C@H](CC[C@H]2[C@H]2[C@H](CC1)C=1CC=C(CC1C(C2)C)OC)O (13-ethyl-3-methoxy-6-methylgona-2,5(10)-dien-17β-ol). Solvent: C1(=CC=CC=C1)C (toluene). Yields the product C(C)[C@]12C(CC[C@H]2[C@H]2[C@H](CC1)C=1CC=C(CC1C(C2)C)OC)=O (13-ethyl-3-methoxy-6-methylgona-2,5(10)-dien-17-one). Isolated yield 65.9%. As a reaction SMILES: [CH2:1]([C@:3]12[CH2:11][CH2:10][C@@H:9]3[C:12]4[CH2:13][CH:14]=[C:15]([O:21][CH3:22])[CH2:16][C:17]=4[CH:18]([CH3:20])[CH2:19][C@H:8]3[C@@H:7]1[CH2:6][CH2:5][C@@H:4]2[OH:23])[CH3:2].C1(=O)CCCCC1.CC(C)[O-].[Al+3].CC(C)[O-].CC(C)[O-]>C1(C)C=CC=CC=1>[CH2:1]([C@:3]12[CH2:11][CH2:10][C@@H:9]3[C:12]4[CH2:13][CH:14]=[C:15]([O:21][CH3:22])[CH2:16][C:17]=4[CH:18]([CH3:20])[CH2:19][C@H:8]3[C@@H:7]1[CH2:6][CH2:5][C:4]2=[O:23])[CH3:2] |f:2.3.4.5|. Procedure details: Reflux dl-13-ethyl-3-methoxy-6-methylgona-2,5(10)-dien-17β-ol (5.5 g) in toluene (200 cc) and cyclohexanone (70 cc) with aluminum isopropoxide (4.0 g) for 2.5 hours. Add water and anhydrous sodium sulfate, filter and isolate the crude product. Triturate with ice cold methanol to obtain dl-13-ethyl-3-methoxy-6-methylgona-2,5(10)-dien-17-one (3.6 g), m.p. 118°-125°, λ max. KBr 5.78 μ, 5.90 μ, 6.0 μ. An analytical sample recrystallized from methanol has m.p. 163°-166°. Reactants: C1(=CC=CC=C1)CC(=O)NC1[C@@H]2N(C(C(S2)(CCl)C)C(=O)OCC(Cl)(Cl)Cl)C1=O (2,2,2-trichloroethyl 6-(2-phenylacetamido)-2-methyl-2-chloromethylpenam-3-carboxylate). Solvent: 1,1,2-trichloroethane(7 cc), N1=CC=CC=C1 (pyridine). Yields the product C1(=CC=CC=C1)CC(=O)NC1[C@@H]2N(C(=C(CS2)C)C(=O)OCC(Cl)(Cl)Cl)C1=O (2,2,2-trichloroethyl 7-(2-phenylacetamido)-3-methyl-3-cephem-4-carboxylate). The yield is 25.9%. Reaction SMILES: [C:1]1([CH2:7][C:8]([NH:10][CH:11]2[C:28](=[O:29])[N:13]3[CH:14]([C:20]([O:22][CH2:23][C:24]([Cl:27])([Cl:26])[Cl:25])=[O:21])[C:15]([CH3:19])([CH2:17]Cl)[S:16][C@H:12]23)=[O:9])[CH:6]=[CH:5][CH:4]=[CH:3][CH:2]=1>N1C=CC=CC=1>[C:1]1([CH2:7][C:8]([NH:10][CH:11]2[C:28](=[O:29])[N:13]3[C:14]([C:20]([O:22][CH2:23][C:24]([Cl:27])([Cl:25])[Cl:26])=[O:21])=[C:15]([CH3:19])[CH2:17][S:16][C@H:12]23)=[O:9])[CH:2]=[CH:3][CH:4]=[CH:5][CH:6]=1. Procedure: A mixture of 2,2,2-trichloroethyl 6-(2-phenylacetamido)-2-methyl-2-chloromethylpenam-3-carboxylate (0.50 g.) in 1,1,2-trichloroethane(7 cc) and pyridine (0.16 g.) was heated under reflux for 3.5 hours. After cooling the reaction mixture was washed with water, dried and then concentrated under reduced pressure. The residue was subjected to chromatography on silica gel and eluated with chloroform. The eluate was concentrated and the residue was crystalized with ether to yield crystals (0.12 g.) of... The reactants are C[C@H]1NCCNC1 ((R)-2-methylpiperazine), FC(OC1=CC=C(C=C1)Br)(F)F (4-trifluoromethoxy bromo benzene), CC(C)([O-])C.[Na+] (sodium tert-butoxide). Reagents/catalysts: CC(=O)[O-].CC(=O)[O-].[Pd+2] (Pd(OAc)2), C=1C=CC(=CC1)P(C=2C=CC=CC2)C3=CC=C4C=CC=CC4=C3C5=C6C=CC=CC6=CC=C5P(C=7C=CC=CC7)C=8C=CC=CC8 (BINAP). Run in C1(=CC=CC=C1)C (toluene). Product: C[C@@H]1CN(CCN1)C1=CC=C(C=C1)OC(F)(F)F ((3R)-3-methyl-1-(4-trifluoromethoxyphenyl)-piperazine). Yield: 41.9%. Reaction SMILES: [CH3:1][C@@H:2]1[CH2:7][NH:6][CH2:5][CH2:4][NH:3]1.[F:8][C:9]([F:19])([F:18])[O:10][C:11]1[CH:16]=[CH:15][C:14](Br)=[CH:13][CH:12]=1.CC(C)([O-])C.[Na+]>C1(C)C=CC=CC=1.CC([O-])=O.CC([O-])=O.[Pd+2].C1C=CC(P(C2C(C3C(P(C4C=CC=CC=4)C4C=CC=CC=4)=CC=C4C=3C=CC=C4)=C3C(C=CC=C3)=CC=2)C2C=CC=CC=2)=CC=1>[CH3:1][C@H:2]1[NH:3][CH2:4][CH2:5][N:6]([C:14]2[CH:13]=[CH:12][C:11]([O:10][C:9]([F:8])([F:18])[F:19])=[CH:16][CH:15]=2)[CH2:7]1 |f:2.3,5.6.7|. Procedure details: To a mixture of (R)-2-methylpiperazine (3.0 g, 30 mmol), 4-trifluoromethoxy bromo benzene (6.6 g, 27.5 mmol) and sodium tert-butoxide (3.56 g, 37.5 mmol) in dry toluene (50 mL) under nitrogen atmosphere, were added Pd(OAc)2 (0.28 g, 12.5 mmol) followed by BINAP (0.62 g, 1 mmol) and refluxed for 16 h. Then the reaction mixture was concentrated and the crude compound was purified by column chromatography on silica gel using chloroform and methanol as eluent to give the title compound as a dark bro...